From a dataset of the Open Reaction Database (ORD), a public repository of structured organic reaction records. describe an organic reaction: reactants, conditions, products, and yield Reactants: ClC1=CC=C(C=C1)[C@@H]1N=C(N([C@@H]1C1=CC=C(C=C1)Cl)C(=O)Cl)C=1SC=CC1OCC ((4S,5R)-4,5-Bis-(4-chloro-phenyl)-2-(3-ethoxy-thiophen-2-yl)-4,5-dihydro-imidazole-1-carbonyl chloride), Cl.Cl.CON(C(CN1CCNCC1)=O)C (N-methoxy-N-methyl-2-piperazin-1-yl-acetamide dihydrochloride). Product: ClC1=CC=C(C=C1)[C@@H]1N=C(N([C@@H]1C1=CC=C(C=C1)Cl)C(=O)N1CCN(CC1)CC(=O)N(C)OC)C=1SC=CC1OCC (2-{4-[(4S,5R)-4,5-bis-(4-chloro-phenyl)-2-(3-ethoxy-thiophen-2-yl)-4,5-dihydro-imidazole-1-carbonyl]-piperazin-1-yl}-N-methoxy-N-methyl-acetamide). RXN SMILES: [Cl:1][C:2]1[CH:7]=[CH:6][C:5]([C@H:8]2[C@@H:12]([C:13]3[CH:18]=[CH:17][C:16]([Cl:19])=[CH:15][CH:14]=3)[N:11]([C:20](Cl)=[O:21])[C:10]([C:23]3[S:24][CH:25]=[CH:26][C:27]=3[O:28][CH2:29][CH3:30])=[N:9]2)=[CH:4][CH:3]=1.Cl.Cl.[CH3:33][O:34][N:35]([CH3:45])[C:36](=[O:44])[CH2:37][N:38]1[CH2:43][CH2:42][NH:41][CH2:40][CH2:39]1>>[Cl:1][C:2]1[CH:7]=[CH:6][C:5]([C@H:8]2[C@@H:12]([C:13]3[CH:14]=[CH:15][C:16]([Cl:19])=[CH:17][CH:18]=3)[N:11]([C:20]([N:41]3[CH2:40][CH2:39][N:38]([CH2:37][C:36]([N:35]([O:34][CH3:33])[CH3:45])=[O:44])[CH2:43][CH2:42]3)=[O:21])[C:10]([C:23]3[S:24][CH:25]=[CH:26][C:27]=3[O:28][CH2:29][CH3:30])=[N:9]2)=[CH:4][CH:3]=1 |f:1.2.3|. Reported procedure: 2-{4-[(4S,5R)-4,5-Bis-(4-chloro-phenyl)-2-(3-ethoxy-thiophen-2-yl)-4,5-dihydro-imidazole-1-carbonyl chloride (example 34) was reacted with N-methoxy-N-methyl-2-piperazin-1-yl-acetamide dihydrochloride to give 2-{4-[(4S,5R)-4,5-bis-(4-chloro-phenyl)-2-(3-ethoxy-thiophen-2-yl)-4,5-dihydro-imidazole-1-carbonyl]-piperazin-1-yl}-N-methoxy-N-methyl-acetamide in an analogous manner as described in example 1. LR-MS: 630.3 [(M+H)+]. The reactants are CSC1=CC(=C(C=C1)C1=C(C=CC=C1)[N+](=O)[O-])N (4-Methylsulfanyl-2′-nitro-biphenyl-2-ylamine), IC1=C(C=C(C=C1)SC)N (4-iodo-3-aminothioanisole). Reagents/catalysts: O=[Pt]=O (PtO2). The solvent is C(C)O (ethanol). Conditions: time 10 minute. The product is CSC1=CC(=C(C=C1)C1=C(C=CC=C1)N)N (4-Methylsulfanyl-2′-amino-biphenyl-2-ylamine). RXN SMILES: [CH3:1][S:2][C:3]1[CH:8]=[CH:7][C:6]([C:9]2[CH:14]=[CH:13][CH:12]=[CH:11][C:10]=2[N+:15]([O-])=O)=[C:5]([NH2:18])[CH:4]=1.IC1C=CC(SC)=CC=1N>O=[Pt]=O.C(O)C>[CH3:1][S:2][C:3]1[CH:8]=[CH:7][C:6]([C:9]2[CH:14]=[CH:13][CH:12]=[CH:11][C:10]=2[NH2:15])=[C:5]([NH2:18])[CH:4]=1. Procedure details: A flask was charged with ca. 1 mmol of 4-Methylsulfanyl-2′-nitro-biphenyl-2-ylamine, 15 mL of ethanol, and 0.1 mmol of PtO2, and stirred under hydrogen atmosphere at 40 psi for 10 minutes. The reaction mixture was filtered through diatomaceous earth, washed with ethanol, and the combined organic layer was evaporated to dryness. The crude material was purified by preparative HPLC. The same material can also be prepared by the previous method, (Suzuki coupling conditions) starting from 4-iodo-3-am... Reactants: O=C1OC2(CCN(C(=O)c3c[nH]c4cc(Cl)ccc34)CC2)c2ccc(F)cc21, Cc1ncc(CCl)c(N)n1. The product is Cc1ncc(Cn2cc(C(=O)N3CCC4(CC3)OC(=O)c3cc(F)ccc34)c3ccc(Cl)cc32)c(N)n1. RXN SMILES: [Cl:1][c:2]1[cH:3][cH:4][c:5]2[c:6]([C:11](=[O:12])[N:13]3[CH2:14][CH2:15][C:16]4([O:17][C:18](=[O:26])[c:19]5[c:20]4[cH:21][cH:22][c:23]([F:25])[cH:24]5)[CH2:27][CH2:28]3)[cH:7][nH:8][c:9]2[cH:10]1.[Cl:29][CH2:30][c:31]1[c:32]([NH2:38])[n:33][c:34]([CH3:37])[n:35][cH:36]1>>[Cl:1][c:2]1[cH:3][cH:4][c:5]2[c:6]([C:11](=[O:12])[N:13]3[CH2:14][CH2:15][C:16]4([O:17][C:18](=[O:26])[c:19]5[c:20]4[cH:21][cH:22][c:23]([F:25])[cH:24]5)[CH2:27][CH2:28]3)[cH:7][n:8]([CH2:30][c:31]3[c:32]([NH2:38])[n:33][c:34]([CH3:37])[n:35][cH:36]3)[c:9]2[cH:10]1. Starting materials: COC(=O)c1ccc(C2(c3ncc(Br)s3)CCOCC2)cc1, O=C([O-])[O-], CCO, CCOC(C)=O, CC1(C)OB(c2ccc(C3CC3)nc2)OC1(C)C, [K+], [K+], O, Cc1ccccc1. Yields the product COC(=O)c1ccc(C2(c3ncc(-c4ccc(C5CC5)nc4)s3)CCOCC2)cc1. Reaction SMILES: [Br:19][c:20]1[cH:21][n:22][c:23]([C:25]2([c:31]3[cH:32][cH:33][c:34]([C:35](=[O:36])[O:37][CH3:38])[cH:39][cH:40]3)[CH2:26][CH2:27][O:28][CH2:29][CH2:30]2)[s:24]1.[C:41](=[O:42])([O-:43])[O-:44].[CH2:48]([OH:49])[CH3:50].[CH3:58][CH2:59][O:60][C:61]([CH3:62])=[O:63].[CH:1]1([c:4]2[n:5][cH:6][c:7]([B:10]3[O:11][C:12]([CH3:13])([CH3:14])[C:15]([CH3:16])([CH3:17])[O:18]3)[cH:8][cH:9]2)[CH2:2][CH2:3]1.[K+:45].[K+:46].[OH2:47].[c:51]1([CH3:52])[cH:53][cH:54][cH:55][cH:56][cH:57]1>>[CH:1]1([c:4]2[n:5][cH:6][c:7](-[c:20]3[cH:21][n:22][c:23]([C:25]4([c:31]5[cH:32][cH:33][c:34]([C:35](=[O:36])[O:37][CH3:38])[cH:39][cH:40]5)[CH2:26][CH2:27][O:28][CH2:29][CH2:30]4)[s:24]3)[cH:8][cH:9]2)[CH2:2][CH2:3]1. Reactants: CS(C)=O, Cc1cccc2nc3c(c(C)nn3-c3ccccn3)c(Cl)c12, Cl, [I-], [Na+], [Na+], [OH-], O. The product is Cc1cccc2[nH]c3c(c(C)nn3-c3ccccn3)c(=O)c12. As a reaction SMILES: [CH3:28][S:29]([CH3:30])=[O:31].[Cl:1][c:2]1[c:3]2[c:4]([n:5][c:6]3[cH:7][cH:8][cH:9][c:10]([CH3:12])[c:11]13)[n:13](-[c:17]1[n:18][cH:19][cH:20][cH:21][cH:22]1)[n:14][c:15]2[CH3:16].[ClH:25].[I-:24].[Na+:23].[Na+:27].[OH-:26].[OH2:32]>>[c:2]1(=[O:26])[c:3]2[c:4]([nH:5][c:6]3[cH:7][cH:8][cH:9][c:10]([CH3:12])[c:11]13)[n:13](-[c:17]1[n:18][cH:19][cH:20][cH:21][cH:22]1)[n:14][c:15]2[CH3:16]. The product is C(C)(=O)N1CCC(=CC1)C1=CC=C(S1)C(=O)NCC1=CC=2N(C=C1)C=CN2 (5-(1-acetyl-1,2,3,6-tetrahydropyridin-4-yl)-N-(imidazo[1,2-a]pyridin-7-ylmethyl)thiophene-2-carboxamide). Reported procedure: The title compound was prepared as described in Example 52A, substituting acetyl chloride for 2-cyclopentylacetyl chloride and N-(imidazo[1,2-a]pyridin-7-ylmethyl)-5-(1,2,3,6-tetrahydropyridin-4-yl)thiophene-2-carboxamide for methyl 4-aminobenzoate. 1H NMR (400 MHz, DMSO-d6) δ ppm 9.13-9.06 (m, 1H), 8.48 (d, J=7.0 Hz, 1H), 7.88 (s, 1H), 7.72 (d, J=3.9 Hz, 1H), 7.51 (d, J=1.2 Hz, 1H), 7.38 (s, 1H), 7.15 (t, J=4.2 Hz, 1H), 6.83 (dd, J=7.0, 1.6 Hz, 1H), 6.28-6.21 (m, 1H), 4.46 (d, J=5.9 Hz, 2H), 4.... Reaction SMILES: C1([CH2:6][C:7](Cl)=[O:8])CCCC1.[N:10]1[CH:11]=[CH:12][N:13]2[CH:18]=[CH:17][C:16]([CH2:19][NH:20][C:21]([C:23]3[S:24][C:25]([C:28]4[CH2:29][CH2:30][NH:31][CH2:32][CH:33]=4)=[CH:26][CH:27]=3)=[O:22])=[CH:15][C:14]=12.NC1C=CC(C(OC)=O)=CC=1>>[C:7]([N:31]1[CH2:30][CH:29]=[C:28]([C:25]2[S:24][C:23]([C:21]([NH:20][CH2:19][C:16]3[CH:17]=[CH:18][N:13]4[CH:12]=[CH:11][N:10]=[C:14]4[CH:15]=3)=[O:22])=[CH:27][CH:26]=2)[CH2:33][CH2:32]1)(=[O:8])[CH3:6]. Reactants: C1(CCCC1)CC(=O)Cl (2-cyclopentylacetyl chloride), N=1C=CN2C1C=C(C=C2)CNC(=O)C=2SC(=CC2)C=2CCNCC2 (N-(imidazo[1,2-a]pyridin-7-ylmethyl)-5-(1,2,3,6-tetrahydropyridin-4-yl)thiophene-2-carboxamide), NC1=CC=C(C(=O)OC)C=C1 (methyl 4-aminobenzoate).